Dataset: the Open Reaction Database (ORD), a public repository of structured organic reaction records. Task: describe an organic reaction: reactants, conditions, products, and yield The reactants are CC#N, ClC(Cl)Cl, C[Si](C)(C)Cl, COc1nc(F)cnc1C(N)=O, [I-], [Na+], O. The product is NC(=O)c1ncc(F)nc1O. As a reaction SMILES: [CH3:21][C:22]#[N:23].[CH:24]([Cl:25])([Cl:26])[Cl:27].[Cl:15][Si:16]([CH3:17])([CH3:18])[CH3:19].[F:1][c:2]1[n:3][c:4]([O:11][CH3:12])[c:5]([C:8](=[O:9])[NH2:10])[n:6][cH:7]1.[I-:14].[Na+:13].[OH2:20]>>[F:1][c:2]1[n:3][c:4]([OH:11])[c:5]([C:8](=[O:9])[NH2:10])[n:6][cH:7]1. The reactants are COC=1C=C(C=CC1)C#C (3-methoxyphenylacetylene), ClC1=CC=CC2=C1C(N1[C@H](C=3N2C=NC3I)CCC1)=O ((S)-8-chloro-11,12,13,13a-tetrahydro-1-iodo-9H-imidazo[1,5-a]pyrrolo[2,1-c][1,4]benzodiazepin-9-one). Reagents/catalysts: Cl[Pd]([P](C1=CC=CC=C1)(C2=CC=CC=C2)C3=CC=CC=C3)([P](C4=CC=CC=C4)(C5=CC=CC=C5)C6=CC=CC=C6)Cl (bis-(triphenylphosphine)-palladium(II) dichloride), [Cu]I (copper(I) iodide). Run in C(C)NCC (diethylamine), CN(C=O)C (N,N-dimethylformamide). Yields the product ClC1=CC=CC2=C1C(N1[C@H](C=3N2C=NC3C#CC3=CC(=CC=C3)OC)CCC1)=O ((S)-8-chloro-11,12,13,13a-tetrahydro-1-[(m-methoxyphenyl)ethynyl]-9H-imidazo[1,5-a]pyrrolo[2,1-c][1,4]benzodiazepin-9-one). RXN SMILES: [Cl:1][C:2]1[C:7]2[C:8](=[O:20])[N:9]3[CH2:19][CH2:18][CH2:17][C@H:10]3[C:11]3[N:12]([CH:13]=[N:14][C:15]=3I)[C:6]=2[CH:5]=[CH:4][CH:3]=1.[CH3:21][O:22][C:23]1[CH:24]=[C:25]([C:29]#[CH:30])[CH:26]=[CH:27][CH:28]=1>C(NCC)C.CN(C)C=O.Cl[Pd](Cl)([P](C1C=CC=CC=1)(C1C=CC=CC=1)C1C=CC=CC=1)[P](C1C=CC=CC=1)(C1C=CC=CC=1)C1C=CC=CC=1.[Cu]I>[Cl:1][C:2]1[C:7]2[C:8](=[O:20])[N:9]3[CH2:19][CH2:18][CH2:17][C@H:10]3[C:11]3[N:12]([CH:13]=[N:14][C:15]=3[C:30]#[C:29][C:25]3[CH:26]=[CH:27][CH:28]=[C:23]([O:22][CH3:21])[CH:24]=3)[C:6]=2[CH:5]=[CH:4][CH:3]=1 |^1:43,62|. Reported procedure: 2.0 g (5 mmol) (S)-8-chloro-11,12,13,13a-tetrahydro-1-iodo-9H-imidazo[1,5-a]pyrrolo[2,1-c][1,4]benzodiazepin-9-one was heated to boiling under reflux for 9 hours with 0.73 g (5.6 mmol) of 3-methoxyphenylacetylene, 65 mg of bis-(triphenylphosphine)-palladium(II) dichloride and 65 mg of copper(I) iodide in 20 ml of diethylamine and 20 ml of N,N-dimethylformamide. The reaction mixture was evaporated and the residue was chromatographed on silica gel while eluting with methylene chloride/methanol (99...